From a dataset of the Open Reaction Database (ORD), a public repository of structured organic reaction records. describe an organic reaction: reactants, conditions, products, and yield Starting materials: O=C([O-])[O-], CS(C)=O, CN(C)c1ccncc1, Cc1cccc(-c2nc(C)c(C)cc2O)n1, COc1cc2nccc(Cl)c2cc1OC, [Cs+], [Cs+], O. Yields the product COc1cc2nccc(Oc3cc(C)c(C)nc3-c3cccc(C)n3)c2cc1OC. As a reaction SMILES: [C:36](=[O:37])([O-:38])[O-:39].[CH3:1][S:2](=[O:3])[CH3:4].[CH3:42][N:43]([c:44]1[cH:45][cH:46][n:47][cH:48][cH:49]1)[CH3:50].[CH3:5][c:6]1[cH:7][c:8]([OH:20])[c:9](-[c:13]2[n:14][c:15]([CH3:19])[cH:16][cH:17][cH:18]2)[n:10][c:11]1[CH3:12].[Cl:21][c:22]1[cH:23][cH:24][n:25][c:26]2[cH:27][c:28]([O:34][CH3:35])[c:29]([O:32][CH3:33])[cH:30][c:31]12.[Cs+:40].[Cs+:41].[OH2:51]>>[CH3:5][c:6]1[cH:7][c:8]([O:20][c:22]2[cH:23][cH:24][n:25][c:26]3[cH:27][c:28]([O:34][CH3:35])[c:29]([O:32][CH3:33])[cH:30][c:31]23)[c:9](-[c:13]2[n:14][c:15]([CH3:19])[cH:16][cH:17][cH:18]2)[n:10][c:11]1[CH3:12]. Starting materials: solution, CNC (dimethylamine), C(C)O (ethanol), O1CCN(CC1)C1=C(C=CC=C1)NC#N (N-(2-morpholinophenyl)cyanamide). The solvent is [OH-].[Na+] (sodium hydroxide). Yields the product CN(C(=NC1=C(C=CC=C1)N1CCOCC1)N)C (1,1-dimethyl-2-(2-morpholinophenyl) guanidine). As a reaction SMILES: O1[CH2:6][CH2:5][N:4]([C:7]2[CH:12]=[CH:11][CH:10]=[CH:9][C:8]=2[NH:13][C:14]#[N:15])CC1.[CH3:16][NH:17][CH3:18].[CH2:19]([OH:21])[CH3:20]>[OH-].[Na+]>[CH3:16][N:17]([CH3:18])[C:14]([NH2:15])=[N:13][C:8]1[CH:9]=[CH:10][CH:11]=[CH:12][C:7]=1[N:4]1[CH2:5][CH2:6][O:21][CH2:19][CH2:20]1 |f:3.4|. Reported procedure: N-(2-morpholinophenyl)cyanamide (2 g) was heated under reflux with a 33% solution of dimethylamine in ethanol (15 ml) for 4 hours. The mixture was then cooled and the solvent removed by evaporation to give a residue which was suspended in 20% aqueous sodium hydroxide solution. The suspension was extracted with dichloromethane (3×25 ml) and the extracts were washed with water, and then brine, dried and evaporated to give 1,1-dimethyl-2-(2-morpholinophenyl) guanidine (m.p. 142°-143° C.) which was ...